This data is from the Open Reaction Database (ORD), a public repository of structured organic reaction records. The task is: describe an organic reaction: reactants, conditions, products, and yield The reactants are P(Cl)(Cl)(Cl)(Cl)Cl (phosphorus pentachloride), P(Br)(Br)(Br)(Br)Br (phosphorus pentabromide), S(=O)(Cl)Cl (thionyl chloride), S(=O)(Cl)Cl (thionyl chloride), CC1=C(C(=O)O)C=CC=C1[N+](=O)[O-] (2-methyl-3-nitrobenzoic acid), 2-methyl-3-nitrobenzoyl halide, CC1=C(C(=O)O)C=CC=C1[N+](=O)[O-] (2-methyl-3-nitrobenzoic acid). Run in C1=CC=CC=C1 (benzene). Product: CC1=C(C(=O)Cl)C=CC=C1[N+](=O)[O-] (2-methyl-3-nitrobenzoyl chloride). As a reaction SMILES: [CH3:1][C:2]1[C:10]([N+:11]([O-:13])=[O:12])=[CH:9][CH:8]=[CH:7][C:3]=1[C:4](O)=[O:5].P(Cl)(Cl)(Cl)(Cl)[Cl:15].P(Br)(Br)(Br)(Br)Br.S(Cl)(Cl)=O>C1C=CC=CC=1>[CH3:1][C:2]1[C:10]([N+:11]([O-:13])=[O:12])=[CH:9][CH:8]=[CH:7][C:3]=1[C:4]([Cl:15])=[O:5]. Procedure details: The conversion of 2-methyl-3-nitrobenzoic acid (II) to a 2-methyl-3-nitrobenzoyl halide (III) may be effected by reacting II with a suitable halogenating agent, such as phosphorus pentachloride, phosphorus pentabromide, thionyl chloride, and the like, preferably thionyl chloride, in a suitable inert solvent, such as dry benzene, at a temperature from room temperature to reflux until the reaction is complete and removing the solvent under reduced pressure. Preferably, II is converted to 2-methyl-... Starting materials: CN1CCNCCN(CCNCC1)C (1,7-dimethyl-1,4,7,10-tetraazacyclododecane), CN1CCNCCCN(CCNCCC1)C (1,8-dimethyl-1,4,8,11-tetraazacyclotetradecane), CC1NCCNC(CC(NCCNC(C1)(C)C)C)(C)C (5,7,7,12,14,14-hexamethyl-1,4,8,11-tetraazacyclotetradecane), C(C)N1CCCN2CCN(CCCN(CC1)CC2)CC (5,12-diethyl-1,5,8,12-tetraazabicyclo[6.6.2]hexadecane), C(CCCCCCC)N1CCCN2CCN(CCCN(CC1)CC2)C (5-N-octyl-12-methyl-1,5,8,12-tetraazabicyclo[6.6.2]hexadecane), CN1CCCN2CCN(CCCN(CC1)CC2)C (5,12-dimethyl-1,5,8,12-tetraazabicyclo[6.6.2]hexadecane), N1CCNCCCNCCNCCC1 (1,4,8,11-tetraazacyclotetradecane), CN1CCN(CCCN(CCN(CCC1)C)C)C (1,4,8,11-tetramethyl-1,4,8,11-tetraazacyclotetradecane), C(C)N1CCNCCCN(CCNCCC1)CC (1,8-diethyl-1,4,8,11-tetraazacyclotetradecane). Product: N1CCNCCNCCNCC1 (1,4,7,10-tetraazacyclododecane). RXN SMILES: C[N:2]1[CH2:13][CH2:12][NH:11][CH2:10][CH2:9][N:8](C)[CH2:7][CH2:6][NH:5][CH2:4][CH2:3]1.N1CCCNCCNCCCNCC1.CN1CCCN(C)CCN(C)CCCN(C)CC1.CC1CC(C)(C)NCCNC(C)CC(C)(C)NCCN1.CN1CCCNCCN(C)CCCNCC1.C(N1CCCNCCN(CC)CCCNCC1)C.CN1CCN2CCN(CCN(C)CCC2)CCC1.C(N1CCN2CCN(CCN(CC)CCC2)CCC1)C.C(N1CCN2CCN(CCN(C)CCC2)CCC1)CCCCCCC>>[NH:2]1[CH2:13][CH2:12][NH:11][CH2:10][CH2:9][NH:8][CH2:7][CH2:6][NH:5][CH2:4][CH2:3]1. Procedure: 1,7-dimethyl-1,4,7,10-tetraazacyclododecane; 1,4,8,11-tetraazacyclotetradecane (cyclam); 1,4,8,11-tetramethyl-1,4,8,11-tetraazacyclotetradecane; 5,7,7,12,14,14-hexamethyl-1,4,8,11-tetraazacyclotetradecane; 1,8-dimethyl-1,4,8,11-tetraazacyclotetradecane; 1,8-diethyl-1,4,8,11-tetraazacyclotetradecane (diethylcyclam); 5,12-dimethyl-1,5,8,12-tetraazabicyclo[6.6.2]hexadecane (dimethyl-Bcyclam), 5,12-diethyl-1,5,8,12-tetraazabicyclo[6.6.2]hexadecane (diethyl-Bcyclam) and 5-N-octyl-12-methyl-1,5,8,12-t... Reactants: C(=O)(O)[O-].[Na+] (NaHCO3), ClC=1C=C(C=CC1OC1=NC=C(C=C1)OCC1=CC=C(C=C1)F)/C=C/C(=O)O ((E)-3-[3-chloro-4-({5-[(4-fluorobenzyl)oxy]pyridin-2-yl}oxy)phenyl]prop-2-enoic acid), COC=1C=C(OCCC2=CC=C(CN3CCNCC3)C=C2)C=CC1 (1-{4-[2-(3-methoxyphenoxy)ethyl]benzyl}piperazine), C=1C=CC2=C(C1)N=NN2O (HOBT), CCN=C=NCCCN(C)C (WSC). The solvent is CN(C)C=O (DMF). Product: ClC=1C=C(C=CC1OC1=NC=C(C=C1)OCC1=CC=C(C=C1)F)/C=C/C(=O)N1CCN(CC1)CC1=CC=C(C=C1)CCOC1=CC(=CC=C1)OC ((E)-3-[3-chloro-4-({5-[(4-fluorobenzyl)oxy]pyridin-2-yl}oxy)phenyl]-1-(4-{4-[2-(3-methoxyphenoxy)ethyl]benzyl}-piperazin-1-yl)prop-2-en-1-one). The yield is 103.1%. Reaction SMILES: [Cl:1][C:2]1[CH:3]=[C:4](/[CH:24]=[CH:25]/[C:26]([OH:28])=O)[CH:5]=[CH:6][C:7]=1[O:8][C:9]1[CH:14]=[CH:13][C:12]([O:15][CH2:16][C:17]2[CH:22]=[CH:21][C:20]([F:23])=[CH:19][CH:18]=2)=[CH:11][N:10]=1.[CH3:29][O:30][C:31]1[CH:32]=[C:33]([CH:50]=[CH:51][CH:52]=1)[O:34][CH2:35][CH2:36][C:37]1[CH:49]=[CH:48][C:40]([CH2:41][N:42]2[CH2:47][CH2:46][NH:45][CH2:44][CH2:43]2)=[CH:39][CH:38]=1.C1C=CC2N(O)N=NC=2C=1.CCN=C=NCCCN(C)C.C([O-])(O)=O.[Na+]>CN(C=O)C>[Cl:1][C:2]1[CH:3]=[C:4](/[CH:24]=[CH:25]/[C:26]([N:45]2[CH2:44][CH2:43][N:42]([CH2:41][C:40]3[CH:48]=[CH:49][C:37]([CH2:36][CH2:35][O:34][C:33]4[CH:50]=[CH:51][CH:52]=[C:31]([O:30][CH3:29])[CH:32]=4)=[CH:38][CH:39]=3)[CH2:47][CH2:46]2)=[O:28])[CH:5]=[CH:6][C:7]=1[O:8][C:9]1[CH:14]=[CH:13][C:12]([O:15][CH2:16][C:17]2[CH:18]=[CH:19][C:20]([F:23])=[CH:21][CH:22]=2)=[CH:11][N:10]=1 |f:4.5|. Reported procedure: To a solution of (E)-3-[3-chloro-4-({5-[(4-fluorobenzyl)oxy]pyridin-2-yl}oxy)phenyl]prop-2-enoic acid (212 mg) in DMF (7.0 mL) were added 1-{4-[2-(3-methoxyphenoxy)ethyl]benzyl}piperazine (190 mg), HOBT (89 mg) and WSC (112 mg) at room temperature, then the reaction mixture was stirred over night. The reaction mixture was basified with saturated aqueous NaHCO3, extracted with AcOEt. The organic layer was washed with water and saturated aqueous NaCl, dried over anhydrous Na2SO4, and concentrated ...